From a dataset of the Open Reaction Database (ORD), a public repository of structured organic reaction records. describe an organic reaction: reactants, conditions, products, and yield Reactants: COC1=C(C(OC1=O)CCC(=O)O)C1=CC=CC=C1 (3-(4-methoxy-5-oxo-3-phenyl-2,5-dihydro-2-furyl)propionic acid), [N+](=[N-])=C (diazomethane). Solvent: S(=O)(Cl)Cl (thionyl chloride), C(C)OCC (diethyl ether), C(Cl)Cl (methylene chloride). Run at time 1 hour. Yields the product [N+](=[N-])=CC(CCC1C(=C(C(O1)=O)OC)C1=CC=CC=C1)=O (5-(4-diazo-3-oxobutyl)-3-methoxy-4-phenyl-2(5H)furanone). RXN SMILES: [CH3:1][O:2][C:3]1[C:7](=[O:8])[O:6][CH:5]([CH2:9][CH2:10][C:11]([OH:13])=O)[C:4]=1[C:14]1[CH:19]=[CH:18][CH:17]=[CH:16][CH:15]=1.[N+:20](=[CH2:22])=[N-:21]>S(Cl)(Cl)=O.C(Cl)Cl.C(OCC)C>[N+:20](=[CH:22][C:11](=[O:13])[CH2:10][CH2:9][CH:5]1[O:6][C:7](=[O:8])[C:3]([O:2][CH3:1])=[C:4]1[C:14]1[CH:19]=[CH:18][CH:17]=[CH:16][CH:15]=1)=[N-:21]. Reported procedure: A solution of 3-(4-methoxy-5-oxo-3-phenyl-2,5-dihydro-2-furyl)propionic acid (500 mg) in thionyl chloride (2 ml) was heated at 70° C. with stirring for 1 hour. After cooling, the solvent was removed under the reduced pressure to give a residue which was taken up in methylene chloride. To this solution was added dropwise a solution of diazomethane in diethyl ether. The solvent was removed under the reduced pressure to give 5-(4-diazo-3-oxobutyl)-3-methoxy-4-phenyl-2(5H)furanone (465 mg) which was... The reactants are COC(=O)c1sc(-c2cccc(NCC3CCCCC3)c2)c(C)c1OCC(=O)OC(C)(C)C, CC(C)N=C=O. Yields the product COC(=O)c1sc(-c2cccc(N(CC3CCCCC3)C(=O)NC(C)C)c2)c(C)c1OCC(=O)OC(C)(C)C. RXN SMILES: [CH3:1][O:2][C:3](=[O:4])[c:5]1[s:6][c:7](-[c:20]2[cH:21][c:22]([NH:26][CH2:27][CH:28]3[CH2:29][CH2:30][CH2:31][CH2:32][CH2:33]3)[cH:23][cH:24][cH:25]2)[c:8]([CH3:19])[c:9]1[O:10][CH2:11][C:12](=[O:13])[O:14][C:15]([CH3:16])([CH3:17])[CH3:18].[CH:34]([CH3:35])([CH3:36])[N:37]=[C:38]=[O:39]>>[CH3:1][O:2][C:3](=[O:4])[c:5]1[s:6][c:7](-[c:20]2[cH:21][c:22]([N:26]([CH2:27][CH:28]3[CH2:29][CH2:30][CH2:31][CH2:32][CH2:33]3)[C:38]([NH:37][CH:34]([CH3:35])[CH3:36])=[O:39])[cH:23][cH:24][cH:25]2)[c:8]([CH3:19])[c:9]1[O:10][CH2:11][C:12](=[O:13])[O:14][C:15]([CH3:16])([CH3:17])[CH3:18].